Dataset: the Open Reaction Database (ORD), a public repository of structured organic reaction records. Task: describe an organic reaction: reactants, conditions, products, and yield Reactants: FC=1C=CC(=C(C1)C(C#CC1=CC=CC=C1)O)OC (1-(5-fluoro-2-methoxy-phenyl)-3-phenyl-prop-2-yn-1-ol), COC1=C(C=O)C=C(C(=C1)OC)Br (2,4-dimethoxy-5-bromobenzaldehyde). Yields the product BrC=1C(=CC(=C(C1)C(C#CC1=CC=CC=C1)O)OC)OC (1-(5-Bromo-2,4-dimethoxy-phenyl)-3-phenyl-prop-2-yn-1-ol). The yield is 100.0%. Reaction SMILES: F[C:2]1[CH:3]=[CH:4][C:5](OC)=[C:6]([CH:8](O)[C:9]#CC2C=CC=CC=2)[CH:7]=1.[CH3:20][O:21][C:22]1[CH:29]=[C:28]([O:30][CH3:31])[C:27]([Br:32])=[CH:26][C:23]=1[CH:24]=[O:25]>>[Br:32][C:27]1[C:28]([O:30][CH3:31])=[CH:29][C:22]([O:21][CH3:20])=[C:23]([CH:24]([OH:25])[C:9]#[C:8][C:6]2[CH:7]=[CH:2][CH:3]=[CH:4][CH:5]=2)[CH:26]=1. Procedure details: Following the procedure used to prepare 1-(5-fluoro-2-methoxy-phenyl)-3-phenyl-prop-2-yn-1-ol, 2,4-dimethoxy-5-bromobenzaldehyde was reacted to give the title compound as a yellow foam (1.43 g, 100%). LCMS (Method B): RT=4.99 min, [M+Na]+=369/371. Reactants: Cn1c(C(=O)NOCC2COC(C)(C)O2)c(Nc2ccc(I)cc2F)c2cnccc21, CO. As a reaction SMILES: [CH3:1][C:2]1([CH3:31])[O:3][CH2:4][CH:5]([CH2:7][O:8][NH:9][C:10](=[O:11])[c:12]2[c:13]([NH:22][c:23]3[c:24]([F:30])[cH:25][c:26]([I:29])[cH:27][cH:28]3)[c:14]3[cH:15][n:16][cH:17][cH:18][c:19]3[n:20]2[CH3:21])[O:6]1.[CH3:32][OH:33]>>[OH:3][CH2:4][CH:5]([OH:6])[CH2:7][O:8][NH:9][C:10](=[O:11])[c:12]1[c:13]([NH:22][c:23]2[c:24]([F:30])[cH:25][c:26]([I:29])[cH:27][cH:28]2)[c:14]2[cH:15][n:16][cH:17][cH:18][c:19]2[n:20]1[CH3:21]. Yields the product Cn1c(C(=O)NOCC(O)CO)c(Nc2ccc(I)cc2F)c2cnccc21. Reactants: O=C([O-])[O-], CC1(C)OB(c2cnc3[nH]cc(Cl)c3c2)OC1(C)C, CC(C)n1cc(-c2ccncn2)c(I)n1, [Na+], [Na+], CN(C)C=O, O, Cl[Pd]Cl. Yields the product CC(C)n1cc(-c2ccncn2)c(-c2cnc3[nH]cc(Cl)c3c2)n1. As a reaction SMILES: [C:35](=[O:36])([O-:37])[O-:38].[Cl:16][c:17]1[cH:18][nH:19][c:20]2[n:21][cH:22][c:23]([B:26]3[O:27][C:28]([CH3:29])([CH3:30])[C:31]([CH3:32])([CH3:33])[O:34]3)[cH:24][c:25]12.[I:1][c:2]1[n:3][n:4]([CH:13]([CH3:14])[CH3:15])[cH:5][c:6]1-[c:7]1[n:8][cH:9][n:10][cH:11][cH:12]1.[Na+:39].[Na+:40].[O:42]=[CH:43][N:44]([CH3:45])[CH3:46].[OH2:41].[Pd:47]([Cl:48])[Cl:49]>>[c:2]1(-[c:23]2[cH:22][n:21][c:20]3[nH:19][cH:18][c:17]([Cl:16])[c:25]3[cH:24]2)[n:3][n:4]([CH:13]([CH3:14])[CH3:15])[cH:5][c:6]1-[c:7]1[n:8][cH:9][n:10][cH:11][cH:12]1. The reactants are NC1=NNC2=CC(=CC=C12)C=1N=C(NC1Cl)[C@H](CC1=CC=CC=C1)NC(OC(C)(C)C)=O (tert-Butyl (S)-1-(4-(3-amino-1H-indazol-6-yl)-5-chloro-1H-imidazol-2-yl)-2-phenylethylcarbamate), C(#N)C1=C(C=C(C(=O)O)C=C1)F (4-cyano-3-fluorobenzoic acid). The product is NC1=NNC2=CC(=CC=C12)C=1N=C(NC1Cl)[C@H](CC1=CC=CC=C1)NC(C1=CC(=C(C=C1)C#N)F)=O (N—((S)-1-(4-(3-Amino-1H-indazol-6-yl)-5-chloro-1H-imidazol-2-yl)-2-phenylethyl)-4-cyano-3-fluorobenzamide). Reaction SMILES: [NH2:1][C:2]1[C:10]2[C:5](=[CH:6][C:7]([C:11]3[N:12]=[C:13]([C@@H:17]([NH:25][C:26](=[O:32])OC(C)(C)C)[CH2:18][C:19]4[CH:24]=[CH:23][CH:22]=[CH:21][CH:20]=4)[NH:14][C:15]=3[Cl:16])=[CH:8][CH:9]=2)[NH:4][N:3]=1.[C:33]([C:35]1[CH:43]=[CH:42][C:38](C(O)=O)=[CH:37][C:36]=1[F:44])#[N:34]>>[NH2:1][C:2]1[C:10]2[C:5](=[CH:6][C:7]([C:11]3[N:12]=[C:13]([C@@H:17]([NH:25][C:26](=[O:32])[C:38]4[CH:42]=[CH:43][C:35]([C:33]#[N:34])=[C:36]([F:44])[CH:37]=4)[CH2:18][C:19]4[CH:24]=[CH:23][CH:22]=[CH:21][CH:20]=4)[NH:14][C:15]=3[Cl:16])=[CH:8][CH:9]=2)[NH:4][N:3]=1. Procedure: The product from Example 122 Part B was coupled with 4-cyano-3-fluorobenzoic acid using the methods described in Part F of Example 120. MS: 500.3 (M+H)+. The reactants are [BH4-], C1CCOC1, CN1CCOCC1, CC(C)(C)OC(=O)NC(CCC(=O)O)C(=O)OC1CCCC1, CCOC(=O)Cl, Cl, [Na+], O. Product: CC(C)(C)OC(=O)NC(CCCO)C(=O)OC1CCCC1. As a reaction SMILES: [BH4-:36].[CH2:39]1[O:40][CH2:41][CH2:42][CH2:43]1.[CH3:29][N:30]1[CH2:31][CH2:32][O:33][CH2:34][CH2:35]1.[CH:7]1([O:12][C:13]([CH:14]([CH2:15][CH2:16][C:17](=[O:18])[OH:19])[NH:20][C:21](=[O:22])[O:23][C:24]([CH3:25])([CH3:26])[CH3:27])=[O:28])[CH2:8][CH2:9][CH2:10][CH2:11]1.[Cl:1][C:2]([O:3][CH2:4][CH3:5])=[O:6].[ClH:38].[Na+:37].[OH2:44]>>[CH:7]1([O:12][C:13]([CH:14]([CH2:15][CH2:16][CH2:17][OH:18])[NH:20][C:21](=[O:22])[O:23][C:24]([CH3:25])([CH3:26])[CH3:27])=[O:28])[CH2:8][CH2:9][CH2:10][CH2:11]1.